Dataset: the Open Reaction Database (ORD), a public repository of structured organic reaction records. Task: describe an organic reaction: reactants, conditions, products, and yield Starting materials: CCN(C(C)C)C(C)C (DIEA), N(=C=O)C1=CC=C(C=C1)C(F)(F)F (1-isocyanato-4-(trifluoromethyl)benzene), ClC1=CC=C(CC=2C(=NN(C2)C)[C@@H]2N(CCC2)C(=O)OC(C)(C)C)C=C1 ((R)-tert-butyl 2-(4-(4-chlorobenzyl)-1-methyl-1H-pyrazol-3-yl)pyrrolidine-1-carboxylate). Run in Cl (HCl), O1CCOCC1 (1,4-dioxane). Run at time 2 hour. Product: ClC1=CC=C(CC=2C(=NN(C2)C)[C@@H]2N(CCC2)C(=O)NC2=CC=C(C=C2)C(F)(F)F)C=C1 ((R)-2-(4-(4-chlorobenzyl)-1-methyl-1H-pyrazol-3-yl)-N-(4-(trifluoromethyl)phenyl)pyrrolidine-1-carboxamide). The yield is 25.9%. As a reaction SMILES: [Cl:1][C:2]1[CH:26]=[CH:25][C:5]([CH2:6][C:7]2[C:8]([C@H:13]3[CH2:17][CH2:16][CH2:15][N:14]3[C:18](OC(C)(C)C)=[O:19])=[N:9][N:10]([CH3:12])[CH:11]=2)=[CH:4][CH:3]=1.CCN(C(C)C)C(C)C.[N:36]([C:39]1[CH:44]=[CH:43][C:42]([C:45]([F:48])([F:47])[F:46])=[CH:41][CH:40]=1)=C=O>Cl.O1CCOCC1>[Cl:1][C:2]1[CH:26]=[CH:25][C:5]([CH2:6][C:7]2[C:8]([C@H:13]3[CH2:17][CH2:16][CH2:15][N:14]3[C:18]([NH:36][C:39]3[CH:44]=[CH:43][C:42]([C:45]([F:46])([F:47])[F:48])=[CH:41][CH:40]=3)=[O:19])=[N:9][N:10]([CH3:12])[CH:11]=2)=[CH:4][CH:3]=1. Procedure: A solution of (R)-tert-butyl 2-(4-(4-chlorobenzyl)-1-methyl-1H-pyrazol-3-yl)pyrrolidine-1-carboxylate (39 mg, 0.1 mmol) was dissolved in 4M HCl in 1,4-dioxane (2 mL), stirred for 2 hr and then concentrated in vacuo. The resulting residue was then suspended in dichloromethane (2 mL) and DIEA (34 μL, 0.2 mmol) before 1-isocyanato-4-(trifluoromethyl)benzene (28 μL, 0.15 mmol) was added. After 16 h of stirring, the reaction mixture was concentrated in vacuo. Purification of the resulting residue by ...